The task is: describe an organic reaction: reactants, conditions, products, and yield. This data is from the Open Reaction Database (ORD), a public repository of structured organic reaction records. Product: ClC1=NC(=NC(=C1)OC)OCC1=CC=CC=C1 (4-chloro-6-methoxy-2-(phenylmethoxy)pyrimidine). The solvent is C1(=CC=CC=C1)C (toluene). Procedure details: 4-Chloro-6-methoxy-2-(methylsulfonyl)pyrimidine (Compound III-29) (0.80 g, 0. 0036 mol) and benzyl alcohol (Compound II-64) (0.39 g, 0.0036 mol) were dissolved in toluene (10 ml), and then 60% sodium hydride (0.16 g, 0.0036×1.1 mol) was added while cooling with ice. After stirred for one night at room temperature, the reaction solution was poured into water and extracted with ethyl acetate. The organic phase was washed with saturated aqueous sodium chloride, dried over anhydrous sodium sulfate a... Reaction SMILES: [Cl:1][C:2]1[CH:7]=[C:6]([O:8][CH3:9])[N:5]=[C:4](S(C)(=O)=O)[N:3]=1.[CH2:14]([OH:21])[C:15]1[CH:20]=[CH:19][CH:18]=[CH:17][CH:16]=1.[H-].[Na+].O>C1(C)C=CC=CC=1>[Cl:1][C:2]1[CH:7]=[C:6]([O:8][CH3:9])[N:5]=[C:4]([O:21][CH2:14][C:15]2[CH:20]=[CH:19][CH:18]=[CH:17][CH:16]=2)[N:3]=1 |f:2.3|. Isolated yield 102.1%. Reactants: O (water), ClC1=NC(=NC(=C1)OC)S(=O)(=O)C (4-Chloro-6-methoxy-2-(methylsulfonyl)pyrimidine), C(C1=CC=CC=C1)O (benzyl alcohol), [H-].[Na+] (sodium hydride). Product: FC(CCNC(=O)C1=CC2=C(N(C(=N2)NC2=C(C(=CC=C2Cl)CNC(=O)OC(C)(C)C)Cl)C)C=C1N1CCC(CC1)C(F)(F)F)(F)F (N-(3,3,3-Trifluoropropyl)-2-{2,6-dichloro-3-[(tert.-butoxycarbonylamino)-methyl]-phenylamino}-6-[4-trifluoromethyl-piperidinyl]-1-methyl-1H-benzimidazole-5-carboxylic acid amide). Reported procedure: The title compound is prepared in analogy to 1e from N-(3,3,3-trifluoro-propyl)-2-[4-trifluoromethyl-piperidinyl]-4-methylamino-5-amino-benzoic acid amide (2.3 g, 5.6 mmol), (2,4-dichloro-3-isothiocyanato-benzyl)-carbamic acid tert.-butyl ester (compound B; 1.85 g, 5.6 mmol), DIC (1.0 mL) and DMF (10 mL). RXN SMILES: [F:1][C:2]([F:28])([F:27])[CH2:3][CH2:4][NH:5][C:6](=[O:26])[C:7]1[CH:12]=[C:11]([NH2:13])[C:10]([NH:14][CH3:15])=[CH:9][C:8]=1[N:16]1[CH2:21][CH2:20][CH:19]([C:22]([F:25])([F:24])[F:23])[CH2:18][CH2:17]1.[C:29]([O:33][C:34](=[O:48])[NH:35][CH2:36][C:37]1[CH:42]=[CH:41][C:40]([Cl:43])=[C:39]([N:44]=[C:45]=S)[C:38]=1[Cl:47])([CH3:32])([CH3:31])[CH3:30].CC(C)N=C=NC(C)C>CN(C=O)C>[F:28][C:2]([F:1])([F:27])[CH2:3][CH2:4][NH:5][C:6]([C:7]1[C:8]([N:16]2[CH2:21][CH2:20][CH:19]([C:22]([F:23])([F:24])[F:25])[CH2:18][CH2:17]2)=[CH:9][C:10]2[N:14]([CH3:15])[C:45]([NH:44][C:39]3[C:40]([Cl:43])=[CH:41][CH:42]=[C:37]([CH2:36][NH:35][C:34]([O:33][C:29]([CH3:32])([CH3:31])[CH3:30])=[O:48])[C:38]=3[Cl:47])=[N:13][C:11]=2[CH:12]=1)=[O:26]. Reactants: 1e, FC(CCNC(C1=C(C=C(C(=C1)N)NC)N1CCC(CC1)C(F)(F)F)=O)(F)F (N-(3,3,3-trifluoro-propyl)-2-[4-trifluoromethyl-piperidinyl]-4-methylamino-5-amino-benzoic acid amide), C(C)(C)(C)OC(NCC1=C(C(=C(C=C1)Cl)N=C=S)Cl)=O ((2,4-dichloro-3-isothiocyanato-benzyl)-carbamic acid tert.-butyl ester), C(C)(C)(C)OC(NCC1=C(C(=C(C=C1)Cl)N=C=S)Cl)=O ((2,4-dichloro-3-isothiocyanato-benzyl)-carbamic acid tert.-butyl ester), CC(N=C=NC(C)C)C (DIC). The solvent is CN(C)C=O (DMF). The reactants are BrP(C1=CC=CC=C1)(C1=CC=CC=C1)(C1=CC=CC=C1)C (bromo(methyl)triphenylphosphorane), CC(C)(C)[O-].[K+] (potassium 2-methylpropan-2-olate), FC=1C=C(OC2=C(C=C(C=O)C=C2)F)C=CC1F (4-(3,4-difluorophenoxy)-3-fluorobenzaldehyde). Product: FC=1C=C(OC2=C(C=C(C=C2)C=C)F)C=CC1F (1-(3,4-difluorophenoxy)-2-fluoro-4-vinylbenzene). As a reaction SMILES: BrP(C)(C1C=CC=CC=1)(C1C=CC=CC=1)[C:3]1C=CC=CC=1.CC([O-])(C)C.[K+].[F:28][C:29]1[CH:30]=[C:31]([CH:42]=[CH:43][C:44]=1[F:45])[O:32][C:33]1[CH:40]=[CH:39][C:36]([CH:37]=O)=[CH:35][C:34]=1[F:41]>>[F:28][C:29]1[CH:30]=[C:31]([CH:42]=[CH:43][C:44]=1[F:45])[O:32][C:33]1[CH:40]=[CH:39][C:36]([CH:37]=[CH2:3])=[CH:35][C:34]=1[F:41] |f:1.2|. Procedure details: The title compound was prepared by a procedure similar to that described for D162 starting from bromo(methyl)triphenylphosphorane, potassium 2-methylpropan-2-olate and 4-(3,4-difluorophenoxy)-3-fluorobenzaldehyde. Starting materials: ClC1=CC(=C2C(=N1)CCC2)Cl (2,4-dichloro-6,7-dihydro-5H-cyclopenta[b]pyridine), C1(=CCCCC1)B(O)O (cyclohex-1-en-1-ylboronic acid). Product: ClC1=C2C(=NC(=C1)C1=CCCCC1)CCC2 (4-chloro-2-(cyclohex-1-en-1-yl)-6,7-dihydro-5H-cyclopenta[b]pyridine). Yield: 66.2%. RXN SMILES: Cl[C:2]1[N:7]=[C:6]2[CH2:8][CH2:9][CH2:10][C:5]2=[C:4]([Cl:11])[CH:3]=1.[C:12]1(B(O)O)[CH2:17][CH2:16][CH2:15][CH2:14][CH:13]=1>>[Cl:11][C:4]1[CH:3]=[C:2]([C:12]2[CH2:17][CH2:16][CH2:15][CH2:14][CH:13]=2)[N:7]=[C:6]2[CH2:8][CH2:9][CH2:10][C:5]=12. Procedure: Following general procedure F, 2,4-dichloro-6,7-dihydro-5H-cyclopenta[b]pyridine (0.157 g, 0.84 mmol) was reacted with cyclohex-1-en-1-ylboronic acid (0.142 g, 1.13 mmol) to afford crude product (0.130 g) as an oil. MW=233.74. 1H NMR (CDCl3, 500 MHz) δ 7.13 (s, 1H), 7.08 (s, 1H), 6.70-6.66 (m, 1H), 3.06 (t, J=7.5 Hz, 2H), 2.96 (t, J=7.5 Hz, 2H), 2.47-2.42 (m, 2H), 2.27-2.22 (m, 2H), 2.17-2.09 (m, 2H), 1.82-1.75 (m, 2H), 1.69-1.63 (m, 2H); APCI MS m/z 234 [M+H]+. The reactants are CO[BH-](OC)OC, COCCOC, CCOC(=O)CCCOc1ccccc1C(=O)Nc1ccc(C(=O)N2CCCCc3cc(Cl)ccc32)cn1, Cl, [Na+]. The product is O=C(Nc1ccc(C(=O)N2CCCCc3cc(Cl)ccc32)cn1)c1ccccc1OCCCCO. As a reaction SMILES: [CH3:39][O:40][BH-:41]([O:42][CH3:43])[O:44][CH3:45].[CH3:48][O:49][CH2:50][CH2:51][O:52][CH3:53].[Cl:1][c:2]1[cH:3][cH:4][c:5]2[c:6]([cH:38]1)[CH2:7][CH2:8][CH2:9][CH2:10][N:11]2[C:12]([c:13]1[cH:14][n:15][c:16]([NH:19][C:20]([c:21]2[c:22]([O:27][CH2:28][CH2:29][CH2:30][C:31](=[O:32])[O:33][CH2:34][CH3:35])[cH:23][cH:24][cH:25][cH:26]2)=[O:36])[cH:17][cH:18]1)=[O:37].[ClH:47].[Na+:46]>>[Cl:1][c:2]1[cH:3][cH:4][c:5]2[c:6]([cH:38]1)[CH2:7][CH2:8][CH2:9][CH2:10][N:11]2[C:12]([c:13]1[cH:14][n:15][c:16]([NH:19][C:20]([c:21]2[c:22]([O:27][CH2:28][CH2:29][CH2:30][CH2:31][OH:32])[cH:23][cH:24][cH:25][cH:26]2)=[O:36])[cH:17][cH:18]1)=[O:37].